Dataset: the Open Reaction Database (ORD), a public repository of structured organic reaction records. Task: describe an organic reaction: reactants, conditions, products, and yield The reactants are ClC1=CC=C(C=C1)C1(N=C(N(C1(C)C1=CC=C(C=C1)Cl)C(=O)Cl)C1=C(C=C(C=C1)C(F)(F)F)OCC)C (rac-(4S*,5R*)-4,5-bis-(4-chloro-phenyl)-2-(2-ethoxy-4-trifluoromethyl-phenyl)-4,5-dimethyl-4,5-dihydro-imidazole-1-carbonyl chloride), OC1CCNCC1 (4-hydroxy-piperidine). The product is ClC1=CC=C(C=C1)[C@@]1(N=C(N([C@]1(C)C1=CC=C(C=C1)Cl)C(=O)N1CCC(CC1)O)C1=C(C=C(C=C1)C(F)(F)F)OCC)C (rac-[(4S*,5R*)-4,5-Bis-(4-chloro-phenyl)-2-(2-ethoxy-4-trifluoromethyl-phenyl)-4,5-dimethyl-4,5-dihydro-imidazol-1-yl]-(4-hydroxy-piperidin-1-yl)-methanone). As a reaction SMILES: [Cl:1][C:2]1[CH:7]=[CH:6][C:5]([C:8]2([CH3:37])[C:12]([C:14]3[CH:19]=[CH:18][C:17]([Cl:20])=[CH:16][CH:15]=3)([CH3:13])[N:11]([C:21](Cl)=[O:22])[C:10]([C:24]3[CH:29]=[CH:28][C:27]([C:30]([F:33])([F:32])[F:31])=[CH:26][C:25]=3[O:34][CH2:35][CH3:36])=[N:9]2)=[CH:4][CH:3]=1.[OH:38][CH:39]1[CH2:44][CH2:43][NH:42][CH2:41][CH2:40]1>>[Cl:1][C:2]1[CH:3]=[CH:4][C:5]([C@@:8]2([CH3:37])[C@:12]([C:14]3[CH:19]=[CH:18][C:17]([Cl:20])=[CH:16][CH:15]=3)([CH3:13])[N:11]([C:21]([N:42]3[CH2:43][CH2:44][CH:39]([OH:38])[CH2:40][CH2:41]3)=[O:22])[C:10]([C:24]3[CH:29]=[CH:28][C:27]([C:30]([F:33])([F:32])[F:31])=[CH:26][C:25]=3[O:34][CH2:35][CH3:36])=[N:9]2)=[CH:6][CH:7]=1. Procedure details: In a manner analogous to the method described in example 5, rac-(4S*,5R*)-4,5-bis-(4-chloro-phenyl)-2-(2-ethoxy-4-trifluoromethyl-phenyl)-4,5-dimethyl-4,5-dihydro-imidazole-1-carbonyl chloride was reacted with 4-hydroxy-piperidine (Aldrich) to give the title compound. HR-MS (ES, m/z) calculated for C32H33N3O3F3Cl2 [(M+H)+] 634.1846, observed 634.1846.